This data is from the Open Reaction Database (ORD), a public repository of structured organic reaction records. The task is: describe an organic reaction: reactants, conditions, products, and yield Starting materials: C1CCOC1, CS(=O)O, Clc1cc(Cl)c(Cl)nn1, [Na], CN(C)C=O, O. Yields the product CS(=O)(=O)c1cc(Cl)nnc1Cl. Reaction SMILES: [CH2:16]1[O:17][CH2:18][CH2:19][CH2:20]1.[CH3:11][S:12](=[O:13])[OH:14].[Cl:1][c:2]1[n:3][n:4][c:5]([Cl:9])[cH:6][c:7]1[Cl:8].[Na:10].[O:21]=[CH:22][N:23]([CH3:24])[CH3:25].[OH2:15]>>[Cl:1][c:2]1[n:3][n:4][c:5]([Cl:9])[cH:6][c:7]1[S:12]([CH3:11])(=[O:13])=[O:14]. Reactants: NC1=NN(C=C1CO)C1=CC=CC=C1 ((3-amino-1-phenyl-1H-pyrazol-4-yl)methanol). The reagents and catalysts are [O-2].[O-2].[Mn+4] (manganese dioxide). Solvent: O1CCCC1 (tetrahydrofuran). Reaction conditions: time 16 hour. Yields the product NC1=NN(C=C1C=O)C1=CC=CC=C1 (3-amino-1-phenyl-1H-pyrazole-4-carbaldehyde). Isolated yield 82.4%. Reaction SMILES: [NH2:1][C:2]1[C:6]([CH2:7][OH:8])=[CH:5][N:4]([C:9]2[CH:14]=[CH:13][CH:12]=[CH:11][CH:10]=2)[N:3]=1>[O-2].[O-2].[Mn+4].O1CCCC1>[NH2:1][C:2]1[C:6]([CH:7]=[O:8])=[CH:5][N:4]([C:9]2[CH:10]=[CH:11][CH:12]=[CH:13][CH:14]=2)[N:3]=1 |f:1.2.3|. Reported procedure: A mixture of (3-amino-1-phenyl-1H-pyrazol-4-yl)methanol (12.29 g), activated manganese dioxide (35 g) and tetrahydrofuran (200 mL) was stirred at room temperature for 16 hrs. The reaction mixture was filtered, and the filtrate was concentrated. Recrystallization of the residue from tetrahydrofuran-hexane gave 3-amino-1-phenyl-1H-pyrazole-4-carbaldehyde as pale-yellow crystals (10.02 g, yield 82%). melting point: 129-130° C. Reactants: [Br-], C1CCOC1, CON(C)C(=O)c1cn(Cc2cccc(Br)n2)c2ccccc2c1=O, COc1cc([Mg+])ccc1Cl. The product is COc1cc(C(=O)c2cn(Cc3cccc(Br)n3)c3ccccc3c2=O)ccc1Cl. RXN SMILES: [Br-:26].[CH2:37]1[O:38][CH2:39][CH2:40][CH2:41]1.[CH3:1][O:2][N:3]([C:4](=[O:5])[c:6]1[cH:7][n:8]([CH2:17][c:18]2[n:19][c:20]([Br:24])[cH:21][cH:22][cH:23]2)[c:9]2[cH:10][cH:11][cH:12][cH:13][c:14]2[c:15]1=[O:16])[CH3:25].[Cl:27][c:28]1[c:29]([O:35][CH3:36])[cH:30][c:31]([Mg+:34])[cH:32][cH:33]1>>[C:4](=[O:5])([c:6]1[cH:7][n:8]([CH2:17][c:18]2[n:19][c:20]([Br:24])[cH:21][cH:22][cH:23]2)[c:9]2[cH:10][cH:11][cH:12][cH:13][c:14]2[c:15]1=[O:16])[c:31]1[cH:30][c:29]([O:35][CH3:36])[c:28]([Cl:27])[cH:33][cH:32]1.